Dataset: the Open Reaction Database (ORD), a public repository of structured organic reaction records. Task: describe an organic reaction: reactants, conditions, products, and yield Reactants: C=CCBr, C=Cc1ccccc1-c1[nH]c2cc(C(=O)OC)sc2c1C1CCCCC1, [H-], [Na+], CN(C)C=O. The product is C=CCn1c(-c2ccccc2C=C)c(C2CCCCC2)c2sc(C(=O)OC)cc21. As a reaction SMILES: [CH2:29]([CH:30]=[CH2:31])[Br:32].[CH:1]1([c:7]2[c:8]3[c:9]([nH:10][c:11]2-[c:12]2[c:13]([CH:18]=[CH2:19])[cH:14][cH:15][cH:16][cH:17]2)[cH:20][c:21]([C:23](=[O:24])[O:25][CH3:26])[s:22]3)[CH2:2][CH2:3][CH2:4][CH2:5][CH2:6]1.[H-:28].[Na+:27].[O:33]=[CH:34][N:35]([CH3:36])[CH3:37]>>[CH:1]1([c:7]2[c:8]3[c:9]([n:10]([CH2:31][CH:30]=[CH2:29])[c:11]2-[c:12]2[c:13]([CH:18]=[CH2:19])[cH:14][cH:15][cH:16][cH:17]2)[cH:20][c:21]([C:23](=[O:24])[O:25][CH3:26])[s:22]3)[CH2:2][CH2:3][CH2:4][CH2:5][CH2:6]1. Starting materials: NC1=C(C(=NN1C1=C(C=C(C=C1Cl)C(F)(F)F)Cl)C#N)C=1OC=CC1 (5-amino-3-cyano-1-(2,6-dichloro-4-trifluoromethylphenyl)-4-(furan-2-yl)pyrazole), S(=O)([O-])S(=O)[O-].[Na+].[Na+] (sodium dithionite), P(=O)(O)([O-])[O-].[Na+].[Na+] (disodium hydrogen phosphate). Run in CN(C=O)C (dimethylformamide), O (water). Run at temperature 45 celsius, time 16 hour. The product is NC1=C(C(=NN1C1=C(C=C(C=C1Cl)C(F)(F)F)Cl)C#N)C=1OC(=CC1)C(F)(F)F (5-Amino-3-cyano-1-(2,6-dichloro-4-trifluoromethylphenyl)-4-(5-trifluoromethylfuran-2-yl)pyrazole). RXN SMILES: [NH2:1][C:2]1[N:6]([C:7]2[C:12]([Cl:13])=[CH:11][C:10]([C:14]([F:17])([F:16])[F:15])=[CH:9][C:8]=2[Cl:18])[N:5]=[C:4]([C:19]#[N:20])[C:3]=1[C:21]1[O:22][CH:23]=[CH:24][CH:25]=1.S(S([O-])=O)([O-])=O.[Na+].[Na+].P([O-])([O-])(O)=O.[Na+].[Na+]>CN(C)C=O.O>[NH2:1][C:2]1[N:6]([C:7]2[C:12]([Cl:13])=[CH:11][C:10]([C:14]([F:17])([F:15])[F:16])=[CH:9][C:8]=2[Cl:18])[N:5]=[C:4]([C:19]#[N:20])[C:3]=1[C:21]1[O:22][C:23]([C:14]([F:17])([F:16])[F:15])=[CH:24][CH:25]=1 |f:1.2.3,4.5.6|. Procedure: To a solution of 5-amino-3-cyano-1-(2,6-dichloro-4-trifluoromethylphenyl)-4-(furan-2-yl)pyrazole (0.46 g) in dimethylformamide (15 ml) and water (5 ml) was added sodium dithionite (0.286 g) and disodium hydrogen phosphate (0.17 g). The mixture placed in a 400 ml Parr vessel, which was evacuated, then charged with trifluoromethylbromide gas to 40 psi. The mixture was shaken and heated at 45° C., for 3 hours, then left at room temperature for 16 hours. The vessel was then evacuated, then recharged... The reactants are C(C)(C)(C)OC(=O)[C@@H](C(=O)OC)CI ((R)-methyl 2-(tert-butoxycarbonyl)-3-iodopropanoate), BrC=1OC2=C(C1)C=CC=C2 (2-bromobenzofuran). Product: O1C(=CC2=C1C=CC=C2)C[C@@H](C(=O)OC)C(=O)OC(C)(C)C ((S)-methyl 3-(benzofuran-2-yl)-2-(tert-butoxycarbonyl)propanoate). RXN SMILES: [C:1]([O:5][C:6]([C@H:8]([CH2:13]I)[C:9]([O:11][CH3:12])=[O:10])=[O:7])([CH3:4])([CH3:3])[CH3:2].Br[C:16]1[O:17][C:18]2[CH:24]=[CH:23][CH:22]=[CH:21][C:19]=2[CH:20]=1>>[O:17]1[C:18]2[CH:24]=[CH:23][CH:22]=[CH:21][C:19]=2[CH:20]=[C:16]1[CH2:13][C@H:8]([C:6]([O:5][C:1]([CH3:4])([CH3:3])[CH3:2])=[O:7])[C:9]([O:11][CH3:12])=[O:10]. Procedure details: The title compound was synthesized in a manner analogous to that described Example 475, using (R)-methyl 2-(tert-butoxycarbonyl)-3-iodopropanoate and 2-bromobenzofuran. (MS m/z: 220.1 (100%, M−99). Starting materials: ClC1=C(C(=O)O)C=C(C=C1)N1CCN(CC1)CCN(C)C (2-chloro-5-[4-(2-dimethylaminoethyl)-piperazin-1-yl]-benzoic acid), Cl.CN(CCCN=C=NCC)C (1-(3-dimethylaminopropyl)-3-ethylcarbodiimide hydrochloride), C1(=C(C=CC=C1)N)N (1,2-phenylenediamine), O.ON1N=NC2=C1C=CC=C2 (1-hydroxybenzotriazole hydrate). Reagents/catalysts: CN(C1=CC=NC=C1)C (dimethyl-pyridin-4-yl-amine). Run in CN(C)C=O (DMF). Conditions: time 3 hour. The product is NC1=C(C=CC=C1)NC(C1=C(C=CC(=C1)N1CCN(CC1)CCN(C)C)Cl)=O (N-(2-Amino-phenyl)-2-chloro-5-[4-(2-dimethylamino-ethyl)-piperazin-1-yl]-benzamide). Isolated yield 58.2%. As a reaction SMILES: [Cl:1][C:2]1[CH:10]=[CH:9][C:8]([N:11]2[CH2:16][CH2:15][N:14]([CH2:17][CH2:18][N:19]([CH3:21])[CH3:20])[CH2:13][CH2:12]2)=[CH:7][C:3]=1[C:4]([OH:6])=O.Cl.CN(C)CCCN=C=NCC.O.O[N:36]1[C:40]2[CH:41]=[CH:42][CH:43]=[CH:44][C:39]=2[N:38]=N1.C1(N)C=CC=CC=1N>CN(C=O)C.CN(C)C1C=CN=CC=1>[NH2:36][C:40]1[CH:41]=[CH:42][CH:43]=[CH:44][C:39]=1[NH:38][C:4](=[O:6])[C:3]1[CH:7]=[C:8]([N:11]2[CH2:16][CH2:15][N:14]([CH2:17][CH2:18][N:19]([CH3:21])[CH3:20])[CH2:13][CH2:12]2)[CH:9]=[CH:10][C:2]=1[Cl:1] |f:1.2,3.4|. Procedure details: To a solution of 2-chloro-5-[4-(2-dimethylaminoethyl)-piperazin-1-yl]-benzoic acid (0.40 g, 1.29 mmol) in dry DMF (5 mL) was added 1-(3-dimethylaminopropyl)-3-ethylcarbodiimide hydrochloride (EDC) (0.25 g, 1.29 mmol), followed by 1-hydroxybenzotriazole hydrate (1-HOBt) (0.11 g, 0.77 mmol) and dimethyl-pyridin-4-yl-amine (DMAP) (0.08 g, 0.64 mmol). After 3 h stirring at room temperature, 1,2-phenylenediamine (0.21 g, 1.93 mmol) was added, and the resulting mixture was stirred at room temperature ... Run in CC(=O)C (acetone). Procedure details: 4-Methoxybenzyl chloride (5.0 g) and potassium carbonate (8.3 g) were added to an acetone (0.5 L) solution of 2-fluoro-4-hydroxybenzonitrile (4.1 g), and stirred with heating under reflux for 15 hours. After cooled to room temperature, the reaction solution was evaporated under reduced pressure, water (50 mL) was added to the residue, extracted with ethyl acetate, dried with sodium sulfate and concentrated under reduced pressure. The crude product was purified through silica gel column chromatog... The product is FC1=C(C#N)C=CC(=C1)OCC1=CC=C(C=C1)OC (2-fluoro-4-[(4-methoxybenzyl)oxy]benzonitrile). Yield: 93.6%. As a reaction SMILES: [CH3:1][O:2][C:3]1[CH:10]=[CH:9][C:6]([CH2:7]Cl)=[CH:5][CH:4]=1.C(=O)([O-])[O-].[K+].[K+].[F:17][C:18]1[CH:25]=[C:24]([OH:26])[CH:23]=[CH:22][C:19]=1[C:20]#[N:21]>CC(C)=O>[F:17][C:18]1[CH:25]=[C:24]([O:26][CH2:7][C:6]2[CH:9]=[CH:10][C:3]([O:2][CH3:1])=[CH:4][CH:5]=2)[CH:23]=[CH:22][C:19]=1[C:20]#[N:21] |f:1.2.3|. The reactants are COC1=CC=C(CCl)C=C1 (4-Methoxybenzyl chloride), C([O-])([O-])=O.[K+].[K+] (potassium carbonate), FC1=C(C#N)C=CC(=C1)O (2-fluoro-4-hydroxybenzonitrile). Reactants: O=C(N)C=1C=CN=CC1, [Zn].O=S(O)C(F)F. The reagents and catalysts are O=C(O)C(F)(F)F, OOC(C)(C)C. The solvent is O, ClCCl. Run at temperature 25 celsius, time 18 hour. The product is O=C(N)C=1C=C(N=C(C1)C(F)F)C(F)F. Isolated yield 50.0%. Reactants: CCOC(=O)c1cc(-c2nnnn2C)cc([N+](=O)[O-])c1, CCOC(C)=O, CCO. Yields the product CCOC(=O)c1cc(N)cc(-c2nnnn2C)c1. As a reaction SMILES: [CH2:1]([CH3:2])[O:3][C:4]([c:5]1[cH:6][c:7](-[c:14]2[n:15][n:16][n:17][n:18]2[CH3:19])[cH:8][c:9]([N+:11]([O-:12])=[O:13])[cH:10]1)=[O:20].[CH3:21][CH2:22][O:23][C:24]([CH3:25])=[O:26].[CH3:27][CH2:28][OH:29]>>[CH2:1]([CH3:2])[O:3][C:4]([c:5]1[cH:6][c:7](-[c:14]2[n:15][n:16][n:17][n:18]2[CH3:19])[cH:8][c:9]([NH2:11])[cH:10]1)=[O:20].